This data is from the Open Reaction Database (ORD), a public repository of structured organic reaction records. The task is: describe an organic reaction: reactants, conditions, products, and yield Starting materials: CCCCO, N#Cc1cc(F)cc(Nc2cc(C3CC3)[nH]n2)c1[N+](=O)[O-], CCN(C(C)C)C(C)C, CC(N)c1ccc(F)cc1. The product is CC(Nc1cc(C#N)c([N+](=O)[O-])c(Nc2cc(C3CC3)[nH]n2)c1)c1ccc(F)cc1. RXN SMILES: [CH2:41]([OH:42])[CH2:43][CH2:44][CH3:45].[CH:1]1([c:4]2[cH:5][c:6]([NH:9][c:10]3[c:11]([N+:19](=[O:20])[O-:21])[c:12]([C:13]#[N:14])[cH:15][c:16]([F:18])[cH:17]3)[n:7][nH:8]2)[CH2:2][CH2:3]1.[CH:32]([N:33]([CH2:34][CH3:35])[CH:36]([CH3:37])[CH3:38])([CH3:39])[CH3:40].[F:22][c:23]1[cH:24][cH:25][c:26]([CH:29]([CH3:30])[NH2:31])[cH:27][cH:28]1>>[CH:1]1([c:4]2[cH:5][c:6]([NH:9][c:10]3[c:11]([N+:19](=[O:20])[O-:21])[c:12]([C:13]#[N:14])[cH:15][c:16]([NH:31][CH:29]([c:26]4[cH:25][cH:24][c:23]([F:22])[cH:28][cH:27]4)[CH3:30])[cH:17]3)[n:7][nH:8]2)[CH2:2][CH2:3]1.